This data is from the Open Reaction Database (ORD), a public repository of structured organic reaction records. The task is: describe an organic reaction: reactants, conditions, products, and yield The reactants are ClC=1C(=CC2=C(N(C(C3=C(N=CC=C23)C)=O)C)C1)C=C (8-chloro-4,6-dimethyl-9-vinylbenzo[c][2,7]naphthyridin-5(6H)-one), CC1=NC(=CC=C1)C (2,6-dimethylpyridine), I(=O)(=O)(=O)[O-].[Na+] (sodium periodate). Reagents/catalysts: [Os](=O)(=O)(=O)=O (osmium tetroxide). Run in O1CCOCC1 (1,4-dioxane), O (water), C(C)(=O)OCC (ethyl acetate). Conditions: time 3 hour. Yields the product ClC=1C(=CC2=C(N(C(C3=C(N=CC=C23)C)=O)C)C1)C=O (8-chloro-4,6-dimethyl-5-oxo-5,6-dihydrobenzo[c][2,7]naphthyridine-9-carbaldehyde). Isolated yield 100.0%. Reaction SMILES: [Cl:1][C:2]1[C:3]([CH:19]=C)=[CH:4][C:5]2[C:14]3[C:9](=[C:10]([CH3:15])[N:11]=[CH:12][CH:13]=3)[C:8](=[O:16])[N:7]([CH3:17])[C:6]=2[CH:18]=1.CC1C=CC=C(C)N=1.I([O-])(=O)(=O)=[O:30].[Na+]>O1CCOCC1.O.C(OCC)(=O)C.[Os](=O)(=O)(=O)=O>[Cl:1][C:2]1[C:3]([CH:19]=[O:30])=[CH:4][C:5]2[C:14]3[C:9](=[C:10]([CH3:15])[N:11]=[CH:12][CH:13]=3)[C:8](=[O:16])[N:7]([CH3:17])[C:6]=2[CH:18]=1 |f:2.3|. Procedure details: To a solution of 8-chloro-4,6-dimethyl-9-vinylbenzo[c][2,7]naphthyridin-5(6H)-one (600 mg, 2.107 mmol), osmium tetroxide (2.5% in 2-methyl-2-propanol) (0.794 mL, 0.063 mmol), and 2,6-dimethylpyridine (0.491 mL, 4.21 mmol) in 1,4-dioxane (30 mL) and water (30 mL) cooled to 0° C. was added sodium periodate (1803 mg, 8.43 mmol). The mixture was warmed to room temperature and stirred for 3 h. The mixture was diluted with ethyl acetate and filtered through diatomaceous earth (Celite®). The organic la...